Dataset: the Open Reaction Database (ORD), a public repository of structured organic reaction records. Task: describe an organic reaction: reactants, conditions, products, and yield The reactants are NC1=NC=C(N=C1)C1=CC=C(C=C1)OC (2-Amino-5-(4-methoxyphenyl)pyrazine), N1=CC=CC=C1 (pyridine), BrBr (bromine). Run in C(Cl)(Cl)Cl (chloroform), C(Cl)(Cl)Cl (chloroform). Run at time 6 hour. Product: NC1=NC=C(N=C1Br)C1=CC=C(C=C1)OC (2-Amino-3-bromo-5-(4-methoxyphenyl)pyrazine). Yield: 69.3%. As a reaction SMILES: [NH2:1][C:2]1[CH:7]=[N:6][C:5]([C:8]2[CH:13]=[CH:12][C:11]([O:14][CH3:15])=[CH:10][CH:9]=2)=[CH:4][N:3]=1.N1C=CC=CC=1.[Br:22]Br>C(Cl)(Cl)Cl>[NH2:1][C:2]1[C:7]([Br:22])=[N:6][C:5]([C:8]2[CH:13]=[CH:12][C:11]([O:14][CH3:15])=[CH:10][CH:9]=2)=[CH:4][N:3]=1. Procedure details: To a solution of 2-amino-5-(4-mcthoxyphenyl)pyrazinc 16a (0.35 g, 1.7 mmol) and pyridine (0.20 mL, 2.6 mmol) in chloroform (20 mL), bromine (Br2) (0.13 mL, 2.6 mmol) was added dropwise in chloroform (3 mL) at −10° C. After 6 h stirring at room temperature, the reaction mixture was washed with water, the organic layer dried over Na2SO4, filtered and the solvent was removed under reduced pressure. The crude product was purified by flash chromatography using dichloromethane-EtOAc (90:10 v/v) as elu...